From a dataset of the Open Reaction Database (ORD), a public repository of structured organic reaction records. describe an organic reaction: reactants, conditions, products, and yield Reactants: Cc1cc(Nc2cc(NC(=O)c3cccc(C(F)(F)F)c3)ccc2C)n(-c2cc(S(C)=O)ncn2)n1, CS(C)=O, CC(C)O, NCCN1CCOCC1. The product is Cc1cc(Nc2cc(NC(=O)c3cccc(C(F)(F)F)c3)ccc2C)n(-c2cc(NCCN3CCOCC3)ncn2)n1. RXN SMILES: [CH3:1][S:2](=[O:3])[c:4]1[cH:5][c:6](-[n:10]2[n:11][c:12]([CH3:36])[cH:13][c:14]2[NH:15][c:16]2[cH:17][c:18]([NH:23][C:24]([c:25]3[cH:26][c:27]([C:31]([F:32])([F:33])[F:34])[cH:28][cH:29][cH:30]3)=[O:35])[cH:19][cH:20][c:21]2[CH3:22])[n:7][cH:8][n:9]1.[CH3:46][S:47]([CH3:48])=[O:49].[CH3:50][CH:51]([OH:52])[CH3:53].[O:37]1[CH2:38][CH2:39][N:40]([CH2:43][CH2:44][NH2:45])[CH2:41][CH2:42]1>>[c:4]1([NH:45][CH2:44][CH2:43][N:40]2[CH2:39][CH2:38][O:37][CH2:42][CH2:41]2)[cH:5][c:6](-[n:10]2[n:11][c:12]([CH3:36])[cH:13][c:14]2[NH:15][c:16]2[cH:17][c:18]([NH:23][C:24]([c:25]3[cH:26][c:27]([C:31]([F:32])([F:33])[F:34])[cH:28][cH:29][cH:30]3)=[O:35])[cH:19][cH:20][c:21]2[CH3:22])[n:7][cH:8][n:9]1. Reactants: C(C)(=O)OC(COCCOCCOC(C)=O)(C(C)(C)C)C(C)(C)C (Bis-(tert.-butyl) triethylene glycol diacetate), FC(C(=O)O)(F)F (trifluoroacetic acid). Product: C(COCCOCCO)O.CC(=O)CC(=O)O (Triethylene glycol diacetic acid). As a reaction SMILES: [C:1]([O:4][C:5](C(C)(C)C)(C(C)(C)C)[CH2:6][O:7][CH2:8][CH2:9][O:10][CH2:11][CH2:12][O:13]C(=O)C)(=[O:3])[CH3:2].F[C:26](F)(F)[C:27]([OH:29])=[O:28]>>[CH2:5]([OH:4])[CH2:6][O:7][CH2:8][CH2:9][O:10][CH2:11][CH2:12][OH:13].[CH3:2][C:1]([CH2:26][C:27]([OH:29])=[O:28])=[O:3] |f:2.3|. Reported procedure: 18.9 g. (50 mMole) of the ester (2) are dissolved at ambient temperature in 30 ml. trifluoroacetic acid and stirred for 2 hours. The solution is evaporated at 35° C. under water pump vacuum, the residue is digested three times with, in each case, 100 ml. diethyl ether and dried in a high vacuum at 45° C. The product (3) can be further used without further purification. Yield: 11.2 g. of colourless oil; 84% of theory.